From a dataset of the Open Reaction Database (ORD), a public repository of structured organic reaction records. describe an organic reaction: reactants, conditions, products, and yield The reactants are CC1(C(NC(N1)=O)=O)C (5,5-dimethyl-hydantoin), C([O-])([O-])=O.[K+].[K+] (potassium carbonate), ClCCCl (1,2-dichloroethane), CN(C=O)C (dimethylformamide). The solvent is O (water). Yields the product ClCCN1C(NC(C1=O)(C)C)=O (3-(β-Chloroethyl)-5,5-dimethyl-hydantoin). As a reaction SMILES: [CH3:1][C:2]1([CH3:9])[NH:6][C:5](=[O:7])[NH:4][C:3]1=[O:8].C(=O)([O-])[O-].[K+].[K+].[Cl:16][CH2:17][CH2:18]Cl.CN(C)C=O>O>[Cl:16][CH2:17][CH2:18][N:4]1[C:3](=[O:8])[C:2]([CH3:9])([CH3:1])[NH:6][C:5]1=[O:7] |f:1.2.3|. Reported procedure: A mixture of 1,664 g of 5,5-dimethyl-hydantoin (13.0 mols), 897 g of anhydrous potassium carbonate (6.5 mols), 5,148 g of 1,2-dichloroethane (52 mols) and 1,485 ml of dimethylformamide is reacted for 18 hours and 20 minutes at 90°C to 100°C internal temperature (external temperature 155°C), the water of reaction produced being removed continuously by azeotropic circulatory distillation. Water of reaction split off: 110 g (94.0% of theory). Thereafter, the reaction mixture, whilst still hot, is s... Reported procedure: Stir a solution of 5-oxo-5,6-dihydro-[1,6]naphthyridine-2-carboxylic acid methyl ester (920 mg, 4.51 mmol) in a solution of THF/MeOH/1N LiOH (3:1:1) (30 mL) at rt for 18 h. Concentrate the solution and suspend the residue in water. Treat the solution with AcOH (1 mL) and let sit 1 h until a solid forms. Collect this by filtration to give desired product 5-oxo-5,6-dihydro-[1,6]naphthyridine-2-carboxylic acid (730 mg, 3.84 mmol). Conditions: time 1 hour. Solvent: C1CCOC1.CO (THF MeOH). Yield: 85.1%. Starting materials: COC(=O)C1=NC=2C=CNC(C2C=C1)=O (5-oxo-5,6-dihydro-[1,6]naphthyridine-2-carboxylic acid methyl ester). RXN SMILES: C[O:2][C:3]([C:5]1[CH:14]=[CH:13][C:12]2[C:11](=[O:15])[NH:10][CH:9]=[CH:8][C:7]=2[N:6]=1)=[O:4]>C1COCC1.CO>[O:15]=[C:11]1[NH:10][CH:9]=[CH:8][C:7]2[N:6]=[C:5]([C:3]([OH:4])=[O:2])[CH:14]=[CH:13][C:12]1=2 |f:1.2|. The product is O=C1C=2C=CC(=NC2C=CN1)C(=O)O (5-oxo-5,6-dihydro-[1,6]naphthyridine-2-carboxylic acid). The reactants are C(C)(C)(C)OC(=O)N1CCC(CC1)C(=O)NNC(=O)C1=CC(=C(OCC(=O)OC(C)(C)C)C=C1)OCC(=O)OC(C)(C)C (t-butyl 4-[3-(1-t-butoxycarbonylpiperidin-4-ylcarbonyl)carbazoyl]-2-(t-butoxycarbonylmethoxy)phenoxyacetate), C(=O)(C(F)(F)F)O (TFA). Run in ClCCl (dichloromethane). Run at time 5 hour. Product: FC(C(=O)O)(F)F.N1CCC(CC1)C(=O)NNC(=O)C1=CC(=C(OCC(=O)O)C=C1)OCC(=O)O (4-[3-(4-Piperidinylcarbonyl)carbazoyl]-2-(carboxymethoxy)phenoxyacetic acid, trifluoroacetate salt). Reaction SMILES: C(OC([N:8]1[CH2:13][CH2:12][CH:11]([C:14]([NH:16][NH:17][C:18]([C:20]2[CH:34]=[CH:33][C:23]([O:24][CH2:25][C:26]([O:28]C(C)(C)C)=[O:27])=[C:22]([O:35][CH2:36][C:37]([O:39]C(C)(C)C)=[O:38])[CH:21]=2)=[O:19])=[O:15])[CH2:10][CH2:9]1)=O)(C)(C)C.[C:44]([OH:50])([C:46]([F:49])([F:48])[F:47])=[O:45]>ClCCl>[F:47][C:46]([F:49])([F:48])[C:44]([OH:50])=[O:45].[NH:8]1[CH2:13][CH2:12][CH:11]([C:14]([NH:16][NH:17][C:18]([C:20]2[CH:34]=[CH:33][C:23]([O:24][CH2:25][C:26]([OH:28])=[O:27])=[C:22]([O:35][CH2:36][C:37]([OH:39])=[O:38])[CH:21]=2)=[O:19])=[O:15])[CH2:10][CH2:9]1 |f:3.4|. Procedure: A mixture of t-butyl 4-[3-(1-t-butoxycarbonylpiperidin-4-ylcarbonyl)carbazoyl]-2-(t-butoxycarbonylmethoxy)phenoxyacetate (360 mg) and TFA (4 ml) in dichloromethane (8 ml) was stirred at ambient temperature for 5 hours. The solvent was removed by evaporation and the residue was triturated with ether to give the title compound as a solid; NMR Spectrum (d6 -DMSO) 1.68-2.02 (m, 4H), 2.55-2.68 (m, 1H), 2.85-3.05 (dt, 2H), 3.2-3.4 (br d, 2H), 4.74 (s, 2H), 4.78 (s, 2H), 6.97 (d, 1H), 7.4 (s, 1H), 7.47... Reactants: C1(C=CC=C1)[Li] (cyclopentadienyllithium), C1(=CC=CC=C1)N1CC1 (N-phenylaziridine). Yields the product C1(C=CC=C1)CCNC1=CC=CC=C1 (N-(2-cyclopentadienylethyl)aniline), C1(C=CC=C1)[Li] (cyclopentadienyllithium). Reaction SMILES: [CH:1]1([Li:6])[CH:5]=[CH:4][CH:3]=[CH:2]1.[C:7]1([N:13]2[CH2:15][CH2:14]2)[CH:12]=[CH:11][CH:10]=[CH:9][CH:8]=1>>[CH:1]1([CH2:15][CH2:14][NH:13][C:7]2[CH:12]=[CH:11][CH:10]=[CH:9][CH:8]=2)[CH:5]=[CH:4][CH:3]=[CH:2]1.[CH:1]1([Li:6])[CH:5]=[CH:4][CH:3]=[CH:2]1. Procedure details: Reaction of cyclopentadienyllithium II1 with N-phenylaziridine III1 to give N-(2-cyclopentadienylethyl)aniline IV1 ##STR8## 0.36 g (5 mmol) of cyclopentadienyllithium was added in several portions to a solution of 0.6 g (=5 mmol) of N-phenylaziridine in 50 ml of tetrahydrofuran (THF) under an argon atmosphere at -30° C. After the addition was complete, the mixture was stirred at -30° C. for 1 hour and then warmed to room temperature over the course of 12 hours. Then 50 ml of a saturated aqueous ...